From a dataset of the Open Reaction Database (ORD), a public repository of structured organic reaction records. describe an organic reaction: reactants, conditions, products, and yield Reactants: CC(=O)Nc1cc(F)cc(Br)c1, CCO, Cl, [Na+], [OH-]. Yields the product Nc1cc(F)cc(Br)c1. Reaction SMILES: [Br:1][c:2]1[cH:3][c:4]([NH:9][C:10](=[O:11])[CH3:12])[cH:5][c:6]([F:8])[cH:7]1.[CH3:16][CH2:17][OH:18].[ClH:13].[Na+:15].[OH-:14]>>[Br:1][c:2]1[cH:3][c:4]([NH2:9])[cH:5][c:6]([F:8])[cH:7]1. The reactants are C12(CCCCC2C1)COC1=CC(=C(C(=O)OC(C)(C)C)C=C1Cl)F (tert-butyl 4-(bicyclo[4.1.0]heptan-1-ylmethoxy)-5-chloro-2-fluorobenzoate), ClC=1C(=CC(=C(C(=O)OC(C)(C)C)C1)F)OC1CC(CCC1)(C)C (tert-butyl 5-chloro-4-((3,3-dimethyl- cyclohexyl)oxy)-2-fluorobenzoate). The product is C1(CC1)C=1C(=CC(=C(C(=O)OC(C)(C)C)C1)F)OC1CC(CCC1)(C)C (tert-butyl 5-cyclopropyl-4-((3,3-dimethylcyclohexyl)oxy)-2-fluorobenzoate), oil. Yield: 82.0%. RXN SMILES: [C:1]12(COC3C(Cl)=CC(C(OC(C)(C)C)=O)=C(F)C=3)[CH2:7][CH:6]1CCCC2.Cl[C:26]1[C:27]([O:40][CH:41]2[CH2:46][CH2:45][CH2:44][C:43]([CH3:48])([CH3:47])[CH2:42]2)=[CH:28][C:29]([F:39])=[C:30]([CH:38]=1)[C:31]([O:33][C:34]([CH3:37])([CH3:36])[CH3:35])=[O:32]>>[CH:1]1([C:26]2[C:27]([O:40][CH:41]3[CH2:46][CH2:45][CH2:44][C:43]([CH3:48])([CH3:47])[CH2:42]3)=[CH:28][C:29]([F:39])=[C:30]([CH:38]=2)[C:31]([O:33][C:34]([CH3:37])([CH3:36])[CH3:35])=[O:32])[CH2:7][CH2:6]1. Procedure: Following the procedure as described in Example 342 Step 4 and making variations as required to replace tert-butyl 4-(bicyclo[4.1.0]heptan-1-ylmethoxy)-5-chloro-2-fluorobenzoate with tert-butyl 5-chloro-4-((3,3-dimethyl- cyclohexyl)oxy)-2-fluorobenzoate, the title compound was obtained as an orange oil (1.29 g, 82%): MS (ES+) m/z 385.1 (M+23). The reactants are OC=1C=C(C=CC1)[C@@H]1[C@@H](CCCC1)N1CCCC1 (cis-2-(3-hydroxyphenyl)-1-pyrrolidinocyclohexane), CBr (methyl bromide). The solvent is C(C)C(=O)C (ethylmethyl ketone). Reaction conditions: time 72 hour. The product is C[N+]1(CCCC1)[C@@H]2CCCC[C@@H]2C3=CC(=CC=C3)O.[Br-] (cis-2-(3-hydroxyphenyl)-1-pyrrolidinocyclohexane methobromide). Reaction SMILES: [OH:1][C:2]1[CH:3]=[C:4]([C@H:8]2[CH2:13][CH2:12][CH2:11][CH2:10][C@H:9]2[N:14]2[CH2:18][CH2:17][CH2:16][CH2:15]2)[CH:5]=[CH:6][CH:7]=1.[CH3:19][Br:20]>C(C(C)=O)C>[CH3:19][N+:14]1([C@H:9]2[C@@H:8]([C:4]3[CH:5]=[CH:6][CH:7]=[C:2]([OH:1])[CH:3]=3)[CH2:13][CH2:12][CH2:11][CH2:10]2)[CH2:18][CH2:17][CH2:16][CH2:15]1.[Br-:20] |f:3.4|. Reported procedure: A solution of cis-2-(3-hydroxyphenyl)-1-pyrrolidinocyclohexane (0.6g) in ethylmethyl ketone was cooled in an ice/water bath and methyl bromide (1.5 ml) was added. The flask was tightly stoppered and set aside at room temperature for 72 hours. The solid (0.7g) was collected and recrystallised from ethyl acetate/ethanol to give cis-2-(3-hydroxyphenyl)-1-pyrrolidinocyclohexane methobromide (0.4g) m.p. 189° to 192° C. Starting materials: C(C)(=O)OC(C(=O)OC)P(=O)(CC)CC (methyl 2-acetoxy-2-(diethylphosphoryl)acetate), [Cl-].[Li+] (lithium chloride), COCN1N=C2C(=CC(=CC2=C1)C=O)C (2-(methoxymethyl)-7-methyl-2H-indazole-5-carbaldehyde), CN(C(N(C)C)=N)C (tetramethylguanidine). The solvent is O1CCCC1 (tetrahydrofuran). Conditions: temperature -78 celsius, time 10 minute. The product is C(C)(=O)OC(C(=O)OC)=CC1=CC2=CN(N=C2C(=C1)C)COC (Methyl 2-acetoxy-3-(2-(methoxymethyl)-7-methyl-2H-indazol-5-yl)acrylate). RXN SMILES: [C:1]([O:4][CH:5](P(CC)(CC)=O)[C:6]([O:8][CH3:9])=[O:7])(=[O:3])[CH3:2].[Cl-].[Li+].CN(C)C(=N)N(C)C.[CH3:26][O:27][CH2:28][N:29]1[CH:37]=[C:36]2[C:31]([C:32]([CH3:40])=[CH:33][C:34]([CH:38]=O)=[CH:35]2)=[N:30]1>O1CCCC1>[C:1]([O:4][C:5](=[CH:38][C:34]1[CH:33]=[C:32]([CH3:40])[C:31]2[C:36](=[CH:37][N:29]([CH2:28][O:27][CH3:26])[N:30]=2)[CH:35]=1)[C:6]([O:8][CH3:9])=[O:7])(=[O:3])[CH3:2] |f:1.2|. Reported procedure: To a solution of methyl 2-acetoxy-2-(diethylphosphoryl)acetate (4.89 g, 18.2 mmol) in tetrahydrofuran (25 mL) was added lithium chloride (0.74 g, 17.5 mmol). The reaction was stirred until dissolution was complete. The reaction was cooled to −78° C., and treated with tetramethylguanidine (2.20 mL, 17.5 mmol) to give a white suspension which was stirred for 10 min. To this was added 2-(methoxymethyl)-7-methyl-2H-indazole-5-carbaldehyde (3.10 g, 15.2 mmol) in one portion. After 10 min, the ice bat... Starting materials: C(CCC)[Li] (Butyl lithium), BrC1=CC=CC(=N1)OC (6-bromo-2-methoxypyridine), CC(C)(C)OC(NCCC(=O)NCOC)=O (3-(methoxymethylamino)-3-oxopropyl carbamic acid 1,1-dimethylethyl ester). The solvent is O1CCCC1 (tetrahydrofuran), O1CCCC1 (tetrahydrofuran). Reaction conditions: temperature 0 celsius, time 1 hour. Product: CC(C)(C)OC(NCCC(=O)C1=NC(=CC=C1)OC)=O ([3-(6-Methoxy-2-pyridinyl)-3-oxopropyl]carbamic acid 1,1-dimethylethyl ester). Isolated yield 73.1%. Reaction SMILES: C([Li])CCC.Br[C:7]1[N:12]=[C:11]([O:13][CH3:14])[CH:10]=[CH:9][CH:8]=1.[CH3:15][C:16]([O:19][C:20](=[O:30])[NH:21][CH2:22][CH2:23][C:24](NCOC)=[O:25])([CH3:18])[CH3:17]>O1CCCC1>[CH3:18][C:16]([O:19][C:20](=[O:30])[NH:21][CH2:22][CH2:23][C:24]([C:7]1[CH:8]=[CH:9][CH:10]=[C:11]([O:13][CH3:14])[N:12]=1)=[O:25])([CH3:15])[CH3:17]. Procedure: Butyl lithium (2.5M solution in hexanes, 1.4 ml) was added to a solution of 6-bromo-2-methoxypyridine (690 mg, 4.0 mmol) in tetrahydrofuran (4 ml) at −78° C. and stirred for 1 h. A solution of [3-(methoxymethylamino)-3-oxopropyl carbamic acid 1,1-dimethylethyl ester (344 mg, 1.42 mmol) in tetrahydrofuran (3 ml) was added and the mixture was warmed to 0° C. over 3 h. The mixture was quenched with saturated aqueous ammonium chloride and extracted with ethyl acetate (three times) The combined organ... Reactants: C[Si](C)(C)[N-][Si](C)(C)C, CN1CCCC1=O, O=C1Nc2cnc(Cl)nc2N(C2CCCC2)CC1(F)F, CI, [Na+]. Product: CN1C(=O)C(F)(F)CN(C2CCCC2)c2nc(Cl)ncc21. As a reaction SMILES: [CH3:22][Si:23]([N-:24][Si:25]([CH3:26])([CH3:27])[CH3:28])([CH3:29])[CH3:30].[CH3:33][N:34]1[CH2:35][CH2:36][CH2:37][C:38]1=[O:39].[Cl:1][c:2]1[n:3][cH:4][c:5]2[c:6]([n:20]1)[N:7]([CH:15]1[CH2:16][CH2:17][CH2:18][CH2:19]1)[CH2:8][C:9]([F:13])([F:14])[C:10](=[O:12])[NH:11]2.[I:31][CH3:32].[Na+:21]>>[Cl:1][c:2]1[n:3][cH:4][c:5]2[c:6]([n:20]1)[N:7]([CH:15]1[CH2:16][CH2:17][CH2:18][CH2:19]1)[CH2:8][C:9]([F:13])([F:14])[C:10](=[O:12])[N:11]2[CH3:22]. The reactants are BrC1=NC=NC(=C1F)N1CCC(CC1)C1=CC=C2CCCNC2=N1 (4-bromo-5-fluoro-6-[4-(1,2,3,4-tetrahydro-1,8-naphthyridin-7-yl)-1-piperidinyl]-pyrimidine), CC(C)(C)OC([C@@H](NC(=O)OCC1=CC=CC=C1)CN)=O ((1,1-dimethylethyl)3-amino-N-[(phenylmethoxy)carbonyl]alaninate), [F-].[Cs+] (caesium fluoride), C1(=CC=CC=C1)P(C1=C(C2=CC=CC=C2C=C1)C1=C(C=CC2=CC=CC=C12)P(C1=CC=CC=C1)C1=CC=CC=C1)C1=CC=CC=C1 (2,2′-bis(diphenyl-phosphino)-1,1′-binaphthyl), NC[C@H](NC(=O)OCC1=CC=CC=C1)C(=O)OC(C)(C)C ((1,1-dimethylethyl) 3-amino-N-[(phenylmethoxy)carbonyl]alaninate), [F-].[Cs+] (caesium fluoride), C1(=CC=CC=C1)P(C1=C(C2=CC=CC=C2C=C1)C1=C(C=CC2=CC=CC=C12)P(C1=CC=CC=C1)C1=CC=CC=C1)C1=CC=CC=C1 (2,2′-bis(diphenyl-phosphino)-1,1′-binaphthyl). Reagents/catalysts: C=1C=CC(=CC1)/C=C/C(=O)/C=C/C2=CC=CC=C2.C=1C=CC(=CC1)/C=C/C(=O)/C=C/C2=CC=CC=C2.C=1C=CC(=CC1)/C=C/C(=O)/C=C/C2=CC=CC=C2.[Pd].[Pd] (tris(dibenzylideneacetone)dipalladium(0)), C=1C=CC(=CC1)/C=C/C(=O)/C=C/C2=CC=CC=C2.C=1C=CC(=CC1)/C=C/C(=O)/C=C/C2=CC=CC=C2.C=1C=CC(=CC1)/C=C/C(=O)/C=C/C2=CC=CC=C2.[Pd].[Pd] (tris(dibenzylideneacetone)dipalladium(0)). Run in O1CCOCC1 (dioxane). The product is FC=1C(=NC=NC1N1CCC(CC1)C1=CC=C2CCCNC2=N1)NC[C@H](NC(=O)OCC1=CC=CC=C1)C(=O)OC(C)(C)C ((1,1-dimethylethyl) 3-[[5-fluoro-6-[4-(1,2,3,4-tetrahydro-1,8-naphthyridin-7-yl)-1-piperidinyl]-4-pyrimidinyl]amino]-N-[(phenylmethoxy)carbonyl]alaninate). Yield: 68.8%. As a reaction SMILES: Br[C:2]1[C:7]([F:8])=[C:6]([N:9]2[CH2:14][CH2:13][CH:12]([C:15]3[N:24]=[C:23]4[C:18]([CH2:19][CH2:20][CH2:21][NH:22]4)=[CH:17][CH:16]=3)[CH2:11][CH2:10]2)[N:5]=[CH:4][N:3]=1.[CH3:25][C:26]([O:29][C:30](=[O:45])[C@H:31]([CH2:43][NH2:44])[NH:32][C:33]([O:35][CH2:36][C:37]1[CH:42]=[CH:41][CH:40]=[CH:39][CH:38]=1)=[O:34])([CH3:28])[CH3:27].[F-].[Cs+].C1(P(C2C=CC=CC=2)C2C=CC3C(=CC=CC=3)C=2C2C3C(=CC=CC=3)C=CC=2P(C2C=CC=CC=2)C2C=CC=CC=2)C=CC=CC=1>O1CCOCC1.C1C=CC(/C=C/C(/C=C/C2C=CC=CC=2)=O)=CC=1.C1C=CC(/C=C/C(/C=C/C2C=CC=CC=2)=O)=CC=1.C1C=CC(/C=C/C(/C=C/C2C=CC=CC=2)=O)=CC=1.[Pd].[Pd]>[F:8][C:7]1[C:2]([NH:44][CH2:43][C@@H:31]([C:30]([O:29][C:26]([CH3:28])([CH3:27])[CH3:25])=[O:45])[NH:32][C:33]([O:35][CH2:36][C:37]2[CH:42]=[CH:41][CH:40]=[CH:39][CH:38]=2)=[O:34])=[N:3][CH:4]=[N:5][C:6]=1[N:9]1[CH2:14][CH2:13][CH:12]([C:15]2[N:24]=[C:23]3[C:18]([CH2:19][CH2:20][CH2:21][NH:22]3)=[CH:17][CH:16]=2)[CH2:11][CH2:10]1 |f:2.3,6.7.8.9.10|. Procedure details: A mixture of 280 mg (0.72 mmole) of 4-bromo-5-fluoro-6-[4-(1,2,3,4-tetrahydro-1,8-naphthyridin-7-yl)-1-piperidinyl]-pyrimidine, 253 mg (0.86 mmole) of (1,1-dimethylethyl)3-amino-N-[(phenylmethoxy)carbonyl]alaninate (prepared according to J. Med. Chem. (2001), 44(8), 1158-1176), 152 mg (1.00 mmole) of caesium fluoride, 33 mg (0.036 mmole) of tris(dibenzylideneacetone)dipalladium(0), 45 mg (0.072 mmole) of 2,2′-bis(diphenyl-phosphino)-1,1′-binaphthyl in 50 ml of dioxane is heated under reflux for ...